Task: describe an organic reaction: reactants, conditions, products, and yield. Dataset: the Open Reaction Database (ORD), a public repository of structured organic reaction records The reactants are CC(C)(C)OC(=O)NCCCCC(C=CS(C)(=O)=O)NC(c1ccccc1)(c1ccccc1)c1ccccc1, CC(C)(C)OC(=O)NCc1ccc(CC(N)C=CS(C)(=O)=O)cc1. Yields the product CC(C)(C)OC(=O)NCCCCC(N)C=CS(C)(=O)=O. Reaction SMILES: [C:1]([c:2]1[cH:3][cH:4][cH:5][cH:6][cH:7]1)([c:8]1[cH:9][cH:10][cH:11][cH:12][cH:13]1)([c:14]1[cH:15][cH:16][cH:17][cH:18][cH:19]1)[NH:20][CH:21]([CH2:22][CH2:23][CH2:24][CH2:25][NH:26][C:27]([O:28][C:29]([CH3:30])([CH3:31])[CH3:32])=[O:33])[CH:34]=[CH:35][S:36](=[O:37])(=[O:38])[CH3:39].[CH3:40][S:41]([CH:42]=[CH:43][CH:44]([NH2:45])[CH2:46][c:47]1[cH:48][cH:49][c:50]([CH2:51][NH:52][C:53](=[O:54])[O:55][C:56]([CH3:57])([CH3:58])[CH3:59])[cH:60][cH:61]1)(=[O:62])=[O:63]>>[NH2:20][CH:21]([CH2:22][CH2:23][CH2:24][CH2:25][NH:26][C:27]([O:28][C:29]([CH3:30])([CH3:31])[CH3:32])=[O:33])[CH:34]=[CH:35][S:36](=[O:37])(=[O:38])[CH3:39]. Reactants: C1(CC1)N (cyclopropylamine), C(C)(=O)O[BH-](OC(C)=O)OC(C)=O.[Na+] (sodium triacetoxyborohydride), C(O)([O-])=O.[Na+] (sodium hydrogen carbonate), O=C1CCC(CC1)C(=O)OCC (ethyl 4-oxocyclohexane carboxylate). The solvent is ClCCCl (1,2-dichloroethane), C(C)(=O)O (acetic acid), C(Cl)(Cl)Cl (chloroform). Reaction conditions: time 14 hour. The product is C1(CC1)NC1CCC(CC1)C(=O)OCC (ethyl 4-(cyclopropylamino)cyclohexane carboxylate). The yield is 90.5%. As a reaction SMILES: [CH:1]1([NH2:4])[CH2:3][CH2:2]1.C(O[BH-](OC(=O)C)OC(=O)C)(=O)C.[Na+].O=[C:20]1[CH2:25][CH2:24][CH:23]([C:26]([O:28][CH2:29][CH3:30])=[O:27])[CH2:22][CH2:21]1.C(=O)([O-])O.[Na+]>C(Cl)(Cl)Cl.ClCCCl.C(O)(=O)C>[CH:1]1([NH:4][CH:20]2[CH2:25][CH2:24][CH:23]([C:26]([O:28][CH2:29][CH3:30])=[O:27])[CH2:22][CH2:21]2)[CH2:3][CH2:2]1 |f:1.2,4.5|. Reported procedure: To a mixture of 3.35 g of cyclopropylamine, 1.0 mL of acetic acid, 9.34 g of sodium triacetoxyborohydride, and 30 mL of 1,2-dichloroethane was added dropwise 5.00 g of ethyl 4-oxocyclohexane carboxylate at room temperature. After stirring at room temperature for 14 hours, to the reaction mixture was added a saturated aqueous sodium hydrogen carbonate solution to quench the reaction. To the reaction mixture was added chloroform, followed by extraction and then the organic layer was dried over anh... Reactants: Cl(=O)[O-].[Na+] (sodium chlorite), C(C)(C)(C)C1=C(C=C(C=C1)C(N)=O)NC(CC(CCCCC)C1=C(C=C(C=C1)C=O)OC)=O (N-(2-t-butyl-5-carbamoylphenyl)-3-(4-formyl-2-methoxyphenyl)octanamide), Cl (hydrochloric acid), aqueous solution, P(=O)(O)(O)[O-].[Na+] (sodium dihydrogenphosphate). Solvent: O (water), CS(=O)C (dimethyl sulfoxide), C(Cl)Cl (methylene chloride), C(Cl)Cl (methylene chloride), C(C)(=O)OCC (ethyl acetate). Yields the product C(C)(C)(C)C1=C(C=C(C=C1)C(N)=O)NC(CC(CCCCC)C1=C(C=C(C=C1)C(=O)O)OC)=O (N-(2-t-Butyl-5-carbamoylphenyl)-3-(4-carboxy-2-methoxyphenyl)octanamide). Yield: 89.0%. As a reaction SMILES: Cl([O-])=O.[Na+].[C:5]([C:9]1[CH:14]=[CH:13][C:12]([C:15](=[O:17])[NH2:16])=[CH:11][C:10]=1[NH:18][C:19](=[O:37])[CH2:20][CH:21]([C:27]1[CH:32]=[CH:31][C:30]([CH:33]=[O:34])=[CH:29][C:28]=1[O:35][CH3:36])[CH2:22][CH2:23][CH2:24][CH2:25][CH3:26])([CH3:8])([CH3:7])[CH3:6].P([O-])(O)(O)=[O:39].[Na+].Cl>O.CS(C)=O.C(Cl)Cl.C(OCC)(=O)C>[C:5]([C:9]1[CH:14]=[CH:13][C:12]([C:15](=[O:17])[NH2:16])=[CH:11][C:10]=1[NH:18][C:19](=[O:37])[CH2:20][CH:21]([C:27]1[CH:32]=[CH:31][C:30]([C:33]([OH:39])=[O:34])=[CH:29][C:28]=1[O:35][CH3:36])[CH2:22][CH2:23][CH2:24][CH2:25][CH3:26])([CH3:6])([CH3:7])[CH3:8] |f:0.1,3.4|. Procedure details: A solution of 650 mg (7.19 mmol) of sodium chlorite in 7 ml of water was added dropwise over a period of 15 minutes to a solution of 1.44 g (3.18 mmol) of N-(2-t-butyl-5-carbamoylphenyl)-3-(4-formyl-2-methoxyphenyl)octanamide (prepared as described in Example 110) in a mixture of 15 ml of dimethyl sulfoxide and a 1M aqueous solution of sodium dihydrogenphosphate, and the resulting mixture was stirred for 4.5 hours. At the end of this time, the reaction mixture was acidified with 1N aqueous hydro... The reactants are ClC1=C2C=CC=NC2=C(C(=C1)N)O (5-chloro-7-amino-8-hydroxyquinoline), COC(C(=O)OC)(OC)OC (methyl trimethoxyacetate). Run at temperature 100 celsius. Product: C(=O)(OC)C=1OC2=C(C=C(C=3C=CC=NC23)Cl)N1 (2-Carbomethoxy-5-chloro-1,3-oxazolo-[4,5-h]quinoline). Isolated yield 0.1%. As a reaction SMILES: [Cl:1][C:2]1[CH:11]=[C:10]([NH2:12])[C:9]([OH:13])=[C:8]2[C:3]=1[CH:4]=[CH:5][CH:6]=[N:7]2.[CH3:14][O:15][C:16](OC)([O:21]C)[C:17](OC)=O>>[C:16]([C:17]1[O:13][C:9]2[C:8]3[N:7]=[CH:6][CH:5]=[CH:4][C:3]=3[C:2]([Cl:1])=[CH:11][C:10]=2[N:12]=1)([O:15][CH3:14])=[O:21]. Reported procedure: A mixture of 5-chloro-7-amino-8-hydroxyquinoline (6 g, 30.8 mol) and methyl trimethoxyacetate (16.3 g, 123.2 mol) was heated at 100° C. overnight. The reaction was cooled in an ice bath and filtered. The precipitate was dissolved in acetone (250 ml). The resulting solution was treated with charcoal at reflux, filtered through a pad of silica gel and celite and partially concentrated. Crystals formed which were filtered and dried giving 4.1 g (51% yield) of solid. M.P. 217°-218° C. Reactants: CN1CCC(=O)C(c2ccccc2F)C1, [Li], [Na+], C1CCOC1, [OH-], OO. Product: CN1CCC(O)C(c2ccccc2F)C1. Reaction SMILES: [F:1][c:2]1[c:3]([CH:8]2[CH2:9][N:10]([CH3:15])[CH2:11][CH2:12][C:13]2=[O:14])[cH:4][cH:5][cH:6][cH:7]1.[Li:16].[Na+:18].[O:21]1[CH2:22][CH2:23][CH2:24][CH2:25]1.[OH-:17].[OH:19][OH:20]>>[F:1][c:2]1[c:3]([CH:8]2[CH2:9][N:10]([CH3:15])[CH2:11][CH2:12][CH:13]2[OH:14])[cH:4][cH:5][cH:6][cH:7]1.